Dataset: the Open Reaction Database (ORD), a public repository of structured organic reaction records. Task: describe an organic reaction: reactants, conditions, products, and yield The reactants are CC(C)(CO)COCc1cccc(Oc2ccccc2)c1, CCOCC, ClCCl, O=[Cr](=O)([O-])Cl, c1cc[nH+]cc1. Yields the product CC(C)(C=O)COCc1cccc(Oc2ccccc2)c1. RXN SMILES: [CH3:1][C:2]([CH2:3][OH:4])([CH2:5][O:6][CH2:7][c:8]1[cH:9][c:10]([O:14][c:15]2[cH:16][cH:17][cH:18][cH:19][cH:20]2)[cH:11][cH:12][cH:13]1)[CH3:21].[CH3:36][CH2:37][O:38][CH2:39][CH3:40].[Cl:33][CH2:34][Cl:35].[O:22]=[Cr:23]([Cl:24])([O-:25])=[O:26].[nH+:27]1[cH:28][cH:29][cH:30][cH:31][cH:32]1>>[CH3:1][C:2]([CH:3]=[O:4])([CH2:5][O:6][CH2:7][c:8]1[cH:9][c:10]([O:14][c:15]2[cH:16][cH:17][cH:18][cH:19][cH:20]2)[cH:11][cH:12][cH:13]1)[CH3:21]. Reactants: C([O-])(O)=O.[Na+] (Sodium bicarbonate), C(C1=CC=CC=C1)OC(CCC(C(=O)O)Br)=O (5-(Benzyloxy)-2-bromo-5-oxopentanoic acid), ClC(C(OC(C)(C)C)=N)(Cl)Cl (t-butyl trichloroacetimidate), B(F)(F)F.CCOCC (boron trifluoride etherate), C(C1=CC=CC=C1)OC(CCC(C(=O)O)Br)=O (5-(Benzyloxy)-2-bromo-5-oxopentanoic acid). The solvent is C1CCCCC1 (cyclohexane), hexanes, C(Cl)(Cl)Cl (chloroform). Reaction conditions: time 30 minute. Product: BrC(C(=O)OC(C)(C)C)CCC(=O)OCC1=CC=CC=C1 (5-(Benzyl) 1-tert-butyl 2-bromopentandioate). Reaction SMILES: [CH2:1]([O:8][C:9](=[O:17])[CH2:10][CH2:11][CH:12]([Br:16])[C:13]([OH:15])=[O:14])[C:2]1[CH:7]=[CH:6][CH:5]=[CH:4][CH:3]=1.ClC(Cl)(Cl)C(=N)O[C:22]([CH3:25])([CH3:24])[CH3:23].B(F)(F)F.CCOCC.C(=O)(O)[O-].[Na+]>C(Cl)(Cl)Cl.C1CCCCC1>[Br:16][CH:12]([CH2:11][CH2:10][C:9]([O:8][CH2:1][C:2]1[CH:3]=[CH:4][CH:5]=[CH:6][CH:7]=1)=[O:17])[C:13]([O:15][C:22]([CH3:25])([CH3:24])[CH3:23])=[O:14] |f:2.3,4.5|. Reported procedure: 5-(Benzyloxy)-2-bromo-5-oxopentanoic acid, 10.0 g (0.033 mole), was dissolved in chloroform, 20 mL. To this was added a solution of t-butyl trichloroacetimidate, 15.9 g (0.073 mole), dissolved in cyclohexane, 50 mL, drop-wise over 30 minutes. The mixture was allowed to stir an additional 5 minutes and boron trifluoride etherate, 100 μL, was added. The reaction mixture was allowed to stir overnight. Sodium bicarbonate, 5 g, was added. After stirring 10 minutes, hexanes, 50 mL, was added and the m... Starting materials: [Br-], COc1ccc(-c2sc3cc(OC)ccc3c2C(=O)O)cc1, [Cl-], [Mg+]c1ccc(OCCN2CCCCC2)cc1, C1CCOC1. Product: COc1ccc(-c2sc3cc(OC)ccc3c2C(=O)c2ccc(OCCN3CCCCC3)cc2)cc1. Reaction SMILES: [Br-:24].[CH3:2][O:3][c:4]1[cH:5][cH:6][c:7]2[c:8]([s:9][c:10](-[c:15]3[cH:16][cH:17][c:18]([O:21][CH3:22])[cH:19][cH:20]3)[c:11]2[C:12](=[O:13])[OH:14])[cH:23]1.[Cl-:1].[N:25]1([CH2:31][CH2:32][O:33][c:34]2[cH:35][cH:36][c:37]([Mg+:40])[cH:38][cH:39]2)[CH2:26][CH2:27][CH2:28][CH2:29][CH2:30]1.[O:41]1[CH2:42][CH2:43][CH2:44][CH2:45]1>>[CH3:2][O:3][c:4]1[cH:5][cH:6][c:7]2[c:8]([s:9][c:10](-[c:15]3[cH:16][cH:17][c:18]([O:21][CH3:22])[cH:19][cH:20]3)[c:11]2[C:12](=[O:14])[c:37]2[cH:36][cH:35][c:34]([O:33][CH2:32][CH2:31][N:25]3[CH2:26][CH2:27][CH2:28][CH2:29][CH2:30]3)[cH:39][cH:38]2)[cH:23]1. Starting materials: CC1=C(C#N)C(c2ccc(C#N)cc2S)N(C)C(=O)N1c1cccc(C(F)(F)F)c1, CC1(C)O[IH2](C(F)(F)F)c2ccccc21, ClCCl. Yields the product CC1=C(C#N)C(c2ccc(C#N)cc2SC(F)(F)F)N(C)C(=O)N1c1cccc(C(F)(F)F)c1. As a reaction SMILES: [C:1](#[N:2])[c:3]1[cH:4][c:5]([SH:30])[c:6]([CH:9]2[N:10]([CH3:29])[C:11](=[O:28])[N:12]([c:18]3[cH:19][c:20]([C:24]([F:25])([F:26])[F:27])[cH:21][cH:22][cH:23]3)[C:13]([CH3:17])=[C:14]2[C:15]#[N:16])[cH:7][cH:8]1.[CH3:31][C:32]1([CH3:33])[c:34]2[cH:35][cH:36][cH:37][cH:38][c:39]2[IH2:40]([C:41]([F:42])([F:43])[F:44])[O:45]1.[Cl:46][CH2:47][Cl:48]>>[C:1](#[N:2])[c:3]1[cH:4][c:5]([S:30][C:41]([F:42])([F:43])[F:44])[c:6]([CH:9]2[N:10]([CH3:29])[C:11](=[O:28])[N:12]([c:18]3[cH:19][c:20]([C:24]([F:25])([F:26])[F:27])[cH:21][cH:22][cH:23]3)[C:13]([CH3:17])=[C:14]2[C:15]#[N:16])[cH:7][cH:8]1.